Dataset: the Open Reaction Database (ORD), a public repository of structured organic reaction records. Task: describe an organic reaction: reactants, conditions, products, and yield Reactants: B, C1CCOC1, CCO, Cl, Nc1ccc2c(c1)NC(=O)CO2, [Na+], C1CCOC1, [OH-], O. Yields the product Nc1ccc2c(c1)NCCO2. As a reaction SMILES: [BH3:18].[CH2:26]1[O:27][CH2:28][CH2:29][CH2:30]1.[CH3:23][CH2:24][OH:25].[ClH:19].[NH2:1][c:2]1[cH:3][c:4]2[c:5]([cH:11][cH:12]1)[O:6][CH2:7][C:8](=[O:10])[NH:9]2.[Na+:21].[O:13]1[CH2:14][CH2:15][CH2:16][CH2:17]1.[OH-:20].[OH2:22]>>[NH2:1][c:2]1[cH:3][c:4]2[c:5]([cH:11][cH:12]1)[O:6][CH2:7][CH2:8][NH:9]2. The reactants are COC(=O)Cc1ccc(Cl)c(OCCN2C(C)CN(C(=O)Nc3ccccc3)CC2C)c1, Cl, [Na+], C1CCOC1, [OH-]. The product is CC1CN(C(=O)Nc2ccccc2)CC(C)N1CCOc1cc(CC(=O)O)ccc1Cl. As a reaction SMILES: [CH3:1][O:2][C:3]([CH2:4][c:5]1[cH:6][c:7]([O:12][CH2:13][CH2:14][N:15]2[CH:16]([CH3:31])[CH2:17][N:18]([C:22]([NH:23][c:24]3[cH:25][cH:26][cH:27][cH:28][cH:29]3)=[O:30])[CH2:19][CH:20]2[CH3:21])[c:8]([Cl:11])[cH:9][cH:10]1)=[O:32].[ClH:35].[Na+:34].[O:36]1[CH2:37][CH2:38][CH2:39][CH2:40]1.[OH-:33]>>[O:2]=[C:3]([CH2:4][c:5]1[cH:6][c:7]([O:12][CH2:13][CH2:14][N:15]2[CH:16]([CH3:31])[CH2:17][N:18]([C:22]([NH:23][c:24]3[cH:25][cH:26][cH:27][cH:28][cH:29]3)=[O:30])[CH2:19][CH:20]2[CH3:21])[c:8]([Cl:11])[cH:9][cH:10]1)[OH:32]. The reactants are Cl(=O)(=O)(=O)O.S1C=2N(C=C1)CC(N2)C=2C=C(NC(C)=O)C=CC2 (3'-(5,6-Dihydroimidazo[2,1-b]thiazol-6-yl)acetanilide perchlorate), Cl (hydrochloric acid), crystalline product. Yields the product Cl.Cl.NC=1C=C(C=CC1)C1N=C2SC=CN2C1 (6-(m-Aminophenyl)-5,6-dihydroimidazo[2,1-b] thiazole dihydrochloride). RXN SMILES: [Cl:1](O)(=O)(=O)=O.[S:6]1[CH:10]=[CH:9][N:8]2[CH2:11][CH:12]([C:14]3[CH:15]=[C:16]([CH:21]=[CH:22][CH:23]=3)[NH:17]C(=O)C)[N:13]=[C:7]12.[ClH:24]>>[ClH:1].[ClH:24].[NH2:17][C:16]1[CH:15]=[C:14]([CH:12]2[CH2:11][N:8]3[C:7]([S:6][CH:10]=[CH:9]3)=[N:13]2)[CH:23]=[CH:22][CH:21]=1 |f:0.1,3.4.5|. Procedure: A 2.80 g. (00078 mole) portion of 3'-(5,6-dihydroimidazo[2,1-b]thiazol-6-yl)acetanilide perchlorate (Example 7) is converted to the free base and then dissolved in 15 ml. of 6N hydrochloric acid. The solution is stirred at reflux for 1.6 hours and then evaporated at reduced pressure. The residue is azeotroped with 2-propanol and crystallized from 95% ethanol/2-propanol to give 1.69 g. (75%) of crystalline product, melting point 242°-244° C. Anal. Calcd, for C11H13Cl2N3S: C, 45.54; H, 4.52; Cl, 2... Reactants: BrCC1=CC2=CC=CC=C2C=C1 (2-Bromomethyinaphthalene), [C-]#N.[K+] (potassium cyanide). Solvent: CN(C)C=O (N,N'-dimethylformamide). Reaction conditions: time 16 hour. Product: C1=C(C=CC2=CC=CC=C12)CC#N (2-naphtylacetonitrile). Isolated yield 65.8%. Reaction SMILES: Br[CH2:2][C:3]1[CH:12]=[CH:11][C:10]2[C:5](=[CH:6][CH:7]=[CH:8][CH:9]=2)[CH:4]=1.[C-:13]#[N:14].[K+]>CN(C=O)C>[CH:4]1[C:5]2[C:10](=[CH:9][CH:8]=[CH:7][CH:6]=2)[CH:11]=[CH:12][C:3]=1[CH2:2][C:13]#[N:14] |f:1.2|. Procedure: 2-Bromomethyinaphthalene (5.00 g, 23 mmol) was dissolved in N,N'-dimethylformamide (50 ml) and potassium cyanide (2.95 g, 45 mmol) was added and the resulting mixture was stirred at room temperature for 16 hours. The supernatant was decanted and partitioned between water (100 ml) and diethyl ether (2×75 ml). The combined organic phases were washed with water (100 ml), dried (MgSO4), filtered and evaporated in vacuo affording 2.53 g (67%) of 2-naphtylacetonitrile as a solid. Starting materials: O=C([O-])[O-], CO, COc1ccc(C2(C#Cc3cccc(NC(=O)C(F)(F)F)c3)CCCC(=O)C2)cc1OC1CCCC1, [K+], [K+], O. Yields the product COc1ccc(C2(C#Cc3cccc(N)c3)CCCC(=O)C2)cc1OC1CCCC1. As a reaction SMILES: [C:37](=[O:38])([O-:39])[O-:40].[CH3:44][OH:45].[CH:1]1([O:6][c:7]2[cH:8][c:9]([C:15]3([C:22]#[C:23][c:24]4[cH:25][c:26]([NH:30][C:31](=[O:32])[C:33]([F:34])([F:35])[F:36])[cH:27][cH:28][cH:29]4)[CH2:16][C:17](=[O:21])[CH2:18][CH2:19][CH2:20]3)[cH:10][cH:11][c:12]2[O:13][CH3:14])[CH2:2][CH2:3][CH2:4][CH2:5]1.[K+:41].[K+:42].[OH2:43]>>[CH:1]1([O:6][c:7]2[cH:8][c:9]([C:15]3([C:22]#[C:23][c:24]4[cH:25][c:26]([NH2:30])[cH:27][cH:28][cH:29]4)[CH2:16][C:17](=[O:21])[CH2:18][CH2:19][CH2:20]3)[cH:10][cH:11][c:12]2[O:13][CH3:14])[CH2:2][CH2:3][CH2:4][CH2:5]1. Starting materials: ClCCCC(CCCCC)OC(C)=O (1-chloro-4-acetoxynonane), C(C)(=O)O[C@@H](C#CCN(C(C)=O)CCCCCCC(=O)OCC)CCCCC (ethyl 7-[N-(4(R)-acetoxy-2-nonynyl)-acetamido]heptanoate), BrCC#C[C@@H](CCCCC)OC(C)=O (1-bromo-4(R)-acetoxy-2-nonyne), product. The product is O[C@@H](C#CCN(C(C)=O)CCCCCCC(=O)O)CCCCC (7-[N-(4(R)-hydroxy-2-nonynyl)acetamido]heptanoic acid). Reaction SMILES: ClCCCC(OC(=O)C)CCCCC.BrCC#C[C@H](OC(=O)C)CCCCC.C([O:32][C@H:33]([CH2:52][CH2:53][CH2:54][CH2:55][CH3:56])[C:34]#[C:35][CH2:36][N:37]([CH2:41][CH2:42][CH2:43][CH2:44][CH2:45][CH2:46][C:47]([O:49]CC)=[O:48])[C:38](=[O:40])[CH3:39])(=O)C>>[OH:32][C@H:33]([CH2:52][CH2:53][CH2:54][CH2:55][CH3:56])[C:34]#[C:35][CH2:36][N:37]([CH2:41][CH2:42][CH2:43][CH2:44][CH2:45][CH2:46][C:47]([OH:49])=[O:48])[C:38](=[O:40])[CH3:39]. Procedure: The snthesis of this compound is carried out as described in Example 2 except that, in Step B, the 1-chloro-4-acetoxynonane is replaced by an equimolar amount of 1-bromo-4(R)-acetoxy-2-nonyne (Example J). The product of Step B is ethyl 7-[N-(4(R)-acetoxy-2-nonynyl)-acetamido]heptanoate. The subsequent step yields 7-[N-(4(R)-hydroxy-2-nonynyl)acetamido]heptanoic acid (C). The product of Step C is hydrogenated over a platinum on charcoal catalyst to afford 7-[N-(4(R)-hydroxynonyl)-acetamido]heptan... Starting materials: CO (methanol), BrC1=NC(=C2N1C1=CC(=CC(=C1N=C2C)F)F)C (1-Bromo-6,8-difluoro-3,4-dimethylimidazo[1,5-a]quinoxaline). Product: FC1=C2N=C(C=3N(C2=CC(=C1)F)C(=NC3C)OC)C (6,8-difluoro-1-methoxy-3,4-dimethylimidazo[1,5-a]quinoxaline), BrC1=NC(=C2N1C1=CC(=CC(=C1N=C2C)F)F)C (1-Bromo-6,8-difluoro-3,4-dimethylimidazo[1,5-a]quinoxaline). Procedure details: Examples 70-73 were prepared according to the general Suzuki coupling procedure Example 19 using 1-bromo-6,8-difluoro-3,4-dimethylimidazo[1,5-a]quinoxaline (8A). Example 73 6,8-difluoro-1-methoxy-3,4-dimethylimidazo[1,5-a]quinoxaline was obtained from 1-bromo-6,8-difluoro-3,4-dimethylimidazo[1,5-a]quinoxaline (8A) and methanol (stirred for 2 hours at room temperature). RXN SMILES: [Br:1][C:2]1[N:6]2[C:7]3[C:12]([N:13]=[C:14]([CH3:15])[C:5]2=[C:4]([CH3:18])[N:3]=1)=[C:11]([F:16])[CH:10]=[C:9]([F:17])[CH:8]=3.[CH3:19][OH:20]>>[F:16][C:11]1[CH:10]=[C:9]([F:17])[CH:8]=[C:7]2[C:12]=1[N:13]=[C:14]([CH3:15])[C:5]1[N:6]2[C:2]([O:20][CH3:19])=[N:3][C:4]=1[CH3:18].[Br:1][C:2]1[N:6]2[C:7]3[C:12]([N:13]=[C:14]([CH3:15])[C:5]2=[C:4]([CH3:18])[N:3]=1)=[C:11]([F:16])[CH:10]=[C:9]([F:17])[CH:8]=3. Starting materials: CCC([BH-](C(CC)C)C(CC)C)C.[Li+] (L-Selectride), COC=1C(=CC=2CC=C3[C@@H]4CCC([C@@]4(C)CC[C@@H]3C2C1)=O)O (2-methoxy-3-hydroxyestra-1,3,5(10),7-tetraen-17-one), Cl (HCl). Reagents/catalysts: CO (Methanol), OO (Hydrogen peroxide), [OH-].[K+] (KOH). Run in C1CCOC1 (THF), C1CCOC1 (THF), O (water). Reaction conditions: temperature 0 celsius. Yields the product COC=1C(=CC=2CC=C3[C@@H]4CC[C@@H]([C@@]4(C)CC[C@@H]3C2C1)O)O (2-Methoxyestra-1,3,5(10),7-tetraen-3,17β-diol). Yield: 74.0%. Reaction SMILES: CCC(C)[BH-](C(C)CC)C(C)CC.[Li+].[CH3:15][O:16][C:17]1[C:18]([OH:36])=[CH:19][C:20]2[CH2:21][CH:22]=[C:23]3[C@@H:32]([C:33]=2[CH:34]=1)[CH2:31][CH2:30][C@@:28]1([CH3:29])[C@H:24]3[CH2:25][CH2:26][C:27]1=[O:35].Cl>C1COCC1.CO.[OH-].[K+].OO.O>[CH3:15][O:16][C:17]1[C:18]([OH:36])=[CH:19][C:20]2[CH2:21][CH:22]=[C:23]3[C@@H:32]([C:33]=2[CH:34]=1)[CH2:31][CH2:30][C@@:28]1([CH3:29])[C@H:24]3[CH2:25][CH2:26][C@@H:27]1[OH:35] |f:0.1,6.7|. Procedure: Under nitrogen, a solution of L-Selectride in THF (1 M, 0.081 mL, 0.081 mmol) was added dropwise to a solution of 2-methoxy-3-hydroxyestra-1,3,5(10),7-tetraen-17-one (19) (0.008 g, 0.027 mmol) in dry THF (1.0 mL) cooled to 0° C. in an ice bath. The reaction was allowed to warm to room temperature and stirred for 45 m. Methanol (3 drops) followed by methanolic KOH (3%, 3 drops) were added and the mixture was cooled to 0° C. in an ice bath. Hydrogen peroxide solution (30%, 5 drops) was added and t... The reactants are C1CCOC1, O=C(CCl)N1CCCCC1, CN1CCc2[nH]c3ccc(I)cc3c2C1. Yields the product CN1CCc2c(c3cc(I)ccc3n2CC(=O)N2CCCCC2)C1. Reaction SMILES: [CH2:26]1[O:27][CH2:28][CH2:29][CH2:30]1.[Cl:16][CH2:17][C:18](=[O:19])[N:20]1[CH2:21][CH2:22][CH2:23][CH2:24][CH2:25]1.[I:1][c:2]1[cH:3][c:4]2[c:5]3[c:6]([nH:7][c:8]2[cH:9][cH:10]1)[CH2:11][CH2:12][N:13]([CH3:15])[CH2:14]3>>[I:1][c:2]1[cH:3][c:4]2[c:5]3[c:6]([n:7]([CH2:17][C:18](=[O:19])[N:20]4[CH2:21][CH2:22][CH2:23][CH2:24][CH2:25]4)[c:8]2[cH:9][cH:10]1)[CH2:11][CH2:12][N:13]([CH3:15])[CH2:14]3. The reactants are NC1CN(CC1)C(=O)C1=CC2=NC=CC(=C2S1)Cl ((3-amino-pyrrolidin-1-yl)-(7-chloro-thieno[3,2-b]pyridin-2yl)-methanone), C1(CCC1)C(=O)Cl (cyclobutane carboxylic acid chloride). The reagents and catalysts are CN(C)C=1C=CN=CC1 (DMAP). Solvent: C(Cl)Cl (CH2Cl2). Yields the product ClC1=C2C(=NC=C1)C=C(S2)C(=O)N2CC(CC2)NC(=O)C2CCC2 ((+/−)-Cyclobutanecarboxylic acid {1-[7-chloro-thieno[3,2-b]pyridine-2-carbonyl]-pyrrolidin-3-yl}-amide). Isolated yield 70.7%. As a reaction SMILES: [NH2:1][CH:2]1[CH2:6][CH2:5][N:4]([C:7]([C:9]2[S:17][C:16]3[C:11](=[N:12][CH:13]=[CH:14][C:15]=3[Cl:18])[CH:10]=2)=[O:8])[CH2:3]1.[CH:19]1([C:23](Cl)=[O:24])[CH2:22][CH2:21][CH2:20]1>CN(C1C=CN=CC=1)C.C(Cl)Cl>[Cl:18][C:15]1[CH:14]=[CH:13][N:12]=[C:11]2[CH:10]=[C:9]([C:7]([N:4]3[CH2:5][CH2:6][CH:2]([NH:1][C:23]([CH:19]4[CH2:22][CH2:21][CH2:20]4)=[O:24])[CH2:3]3)=[O:8])[S:17][C:16]=12. Procedure: To a solution of (3-amino-pyrrolidin-1-yl)-(7-chloro-thieno[3,2-b]pyridin-2yl)-methanone (0.40 g, 1.4 mmol) and DMAP (0.693 g, 5.68 mmol) in CH2Cl2 (20 mL) was added cyclobutane carboxylic acid chloride (0.20 g, 1.7 mmol). After 3 h the reaction was quenched with distilled water (10 mL). The aqueous layer was extracted with CH2Cl2 (2×10 mL). The combined organic extracts were dried (Na2SO4), and concentrated onto silica gel (5 mL). Purification by flash chromatography on silica gel (CH2Cl2/MeOH ...